describe an organic reaction: reactants, conditions, products, and yield From a dataset of the Open Reaction Database (ORD), a public repository of structured organic reaction records. Starting materials: C=C(C)C(=O)Cl, CCCC[P+](CCO)(CCCC)CCCC, COC, CC#N, [Cl-], Oc1ccc(O)cc1. The product is C=C(C)C(=O)OCC[P+](CCCC)(CCCC)CCCC, [Cl-]. As a reaction SMILES: [C:29]([C:30](=[CH2:31])[CH3:32])(=[O:33])[Cl:34].[CH2:2]([CH2:3][CH2:4][CH3:5])[P+:6]([CH2:7][CH2:8][OH:9])([CH2:10][CH2:11][CH2:12][CH3:13])[CH2:14][CH2:15][CH2:16][CH3:17].[CH3:18][O:19][CH3:20].[CH3:35][C:36]#[N:37].[Cl-:1].[c:21]1([OH:28])[cH:22][cH:23][c:24]([OH:25])[cH:26][cH:27]1>>[CH2:2]([CH2:3][CH2:4][CH3:5])[P+:6]([CH2:7][CH2:8][O:9][C:29]([C:30](=[CH2:31])[CH3:32])=[O:33])([CH2:10][CH2:11][CH2:12][CH3:13])[CH2:14][CH2:15][CH2:16][CH3:17].[Cl-:34]. Starting materials: OCC(CO)(CO)CO (pentaerythritol), C(CCCCCCCCCCCCCCCCC)(=O)O (stearic acid), C(CCCCC(=O)O)(=O)O (adipic acid), OC(C(=O)O)CC(=O)O (hydroxysuccinic acid), [Sn] (tin). The product is C(CCCCCCCCCCCCCCCCC)(=O)O.OC(C(=O)O)CC(=O)O.C(CCCCC(=O)O)(=O)O.OCC(CO)(CO)CO (pentaerythritol adipate hydroxysuccinate stearate). As a reaction SMILES: [OH:1][CH2:2][C:3]([CH2:8][OH:9])([CH2:6][OH:7])[CH2:4][OH:5].[C:10]([OH:29])(=[O:28])[CH2:11][CH2:12][CH2:13][CH2:14][CH2:15][CH2:16][CH2:17][CH2:18][CH2:19][CH2:20][CH2:21][CH2:22][CH2:23][CH2:24][CH2:25][CH2:26][CH3:27].[C:30]([OH:39])(=[O:38])[CH2:31][CH2:32][CH2:33][CH2:34][C:35]([OH:37])=[O:36].[OH:40][CH:41]([CH2:45][C:46]([OH:48])=[O:47])[C:42]([OH:44])=[O:43].[Sn]>>[C:10]([OH:29])(=[O:28])[CH2:11][CH2:12][CH2:13][CH2:14][CH2:15][CH2:16][CH2:17][CH2:18][CH2:19][CH2:20][CH2:21][CH2:22][CH2:23][CH2:24][CH2:25][CH2:26][CH3:27].[OH:40][CH:41]([CH2:45][C:46]([OH:48])=[O:47])[C:42]([OH:44])=[O:43].[C:30]([OH:39])(=[O:38])[CH2:31][CH2:32][CH2:33][CH2:34][C:35]([OH:37])=[O:36].[OH:1][CH2:2][C:3]([CH2:8][OH:9])([CH2:6][OH:7])[CH2:4][OH:5] |f:5.6.7.8,^3:48|. Procedure details: As in Example N, 66.6 g (0.49 mole) pentaerythritol, 302.4 g (1.12 moles) technical stearic acid, 40.9 g (0.28 mole) adipic acid and 18.8 g (0.14 mole) hydroxysuccinic acid (malic acid) instead of tartaric acid were reacted in a three-step reaction using 0.4 g tin powder. After the addition of bleaching earth, filtration under pressure at 80° C. to 90° C. and cooling, the pentaerythritol adipate hydroxysuccinate stearate (7:4:2:16) (material O; 332 g) was present as a yellowish, brittle, wax-lik... The reactants are C1CCOC1, CSc1ccc(-c2ccc(NC(=O)C3CCN(C(=O)OC(C)C)CC3)cn2)c(F)c1. Product: CSc1ccc(-c2ccc(NCC3CCN(C(=O)OC(C)C)CC3)cn2)c(F)c1. As a reaction SMILES: [CH2:31]1[O:32][CH2:33][CH2:34][CH2:35]1.[F:1][c:2]1[c:3](-[c:10]2[cH:11][cH:12][c:13]([NH:16][C:17](=[O:18])[CH:19]3[CH2:20][CH2:21][N:22]([C:25](=[O:26])[O:27][CH:28]([CH3:29])[CH3:30])[CH2:23][CH2:24]3)[cH:14][n:15]2)[cH:4][cH:5][c:6]([S:8][CH3:9])[cH:7]1>>[F:1][c:2]1[c:3](-[c:10]2[cH:11][cH:12][c:13]([NH:16][CH2:17][CH:19]3[CH2:20][CH2:21][N:22]([C:25](=[O:26])[O:27][CH:28]([CH3:29])[CH3:30])[CH2:23][CH2:24]3)[cH:14][n:15]2)[cH:4][cH:5][c:6]([S:8][CH3:9])[cH:7]1.